This data is from the Open Reaction Database (ORD), a public repository of structured organic reaction records. The task is: describe an organic reaction: reactants, conditions, products, and yield The reactants are C(=O)C1=CC2=CC=CC=C2C=C1 (2-formylnaphthalene), Cl.NO (hydroxylamine hydrochloride), C(C)(=O)[O-].[Na+] (sodium acetate). Run in C(C)O (ethanol). The product is C(#N)C1=CC2=CC=CC=C2C=C1 (2-Cyanonaphthalene), oxime. Reaction SMILES: [CH:1]([C:3]1[CH:12]=[CH:11][C:10]2[C:5](=[CH:6][CH:7]=[CH:8][CH:9]=2)[CH:4]=1)=O.Cl.[NH2:14]O.C([O-])(=O)C.[Na+]>C(O)C>[C:1]([C:3]1[CH:12]=[CH:11][C:10]2[C:5](=[CH:6][CH:7]=[CH:8][CH:9]=2)[CH:4]=1)#[N:14] |f:1.2,3.4|. Procedure details: 2-Cyanonaphthalene is prepared by refluxing 2-formylnaphthalene with hydroxylamine hydrochloride and sodium acetate in ethanol to furnish the corresponding oxime which is refluxed with acetic anhydride in the presence of an acid catalyst to furnish 2-cyanonaphthalene. The reactants are N1=CC=C(C=C1)C=C(C(=O)OCC)C(=O)OCC (diethyl (4-pyridylmethylene)malonate), CC(=O)[O-] (acetic acid glacial). The reagents and catalysts are [Pd] (Palladium on activated carbon). The solvent is C(C)O (ethanol). Conditions: time 20 hour. The product is N1CCC(CC1)C=C(C(=O)OCC)C(=O)OCC (diethyl (4-piperidylmethylene)malonate). As a reaction SMILES: [N:1]1[CH:6]=[CH:5][C:4]([CH:7]=[C:8]([C:14]([O:16][CH2:17][CH3:18])=[O:15])[C:9]([O:11][CH2:12][CH3:13])=[O:10])=[CH:3][CH:2]=1.CC([O-])=O>C(O)C.[Pd]>[NH:1]1[CH2:2][CH2:3][CH:4]([CH:7]=[C:8]([C:9]([O:11][CH2:12][CH3:13])=[O:10])[C:14]([O:16][CH2:17][CH3:18])=[O:15])[CH2:5][CH2:6]1. Reported procedure: A solution of diethyl (4-pyridylmethylene)malonate [XXVIIIb] (97.6 g) in absolute ethanol (1 L) was hydrogenated in the presence of acetic acid glacial (35.5 g) and 10% Palladium on activated carbon catalyst (9.7 g) at 60° C. and 200 psi for 20 hours. The catalyst was filtered off and the resulting solution of the title compound in the form of acetic acid salt was used directly in the next step. Starting materials: COC1=NC=CC=C1B(O)O ((2-methoxypyridin-3-yl)boronic acid), C([O-])([O-])=O.[K+].[K+] (Potassium carbonate), COC1=NC=CC=C1B(O)O ((2-methoxypyridin-3-yl)boronic acid), BrC=1C=C(C#N)C=CC1OC1=C(C=C(C=C1)Cl)OC (3-bromo-4-(4-chloro-2-methoxyphenoxy)benzonitrile). Reagents/catalysts: C=1C=CC(=CC1)[P](C=2C=CC=CC2)(C=3C=CC=CC3)[Pd]([P](C=4C=CC=CC4)(C=5C=CC=CC5)C=6C=CC=CC6)([P](C=7C=CC=CC7)(C=8C=CC=CC8)C=9C=CC=CC9)[P](C=1C=CC=CC1)(C=1C=CC=CC1)C=1C=CC=CC1 (tetrakis(triphenylphosphine)palladium(0)), C=1C=CC(=CC1)[P](C=2C=CC=CC2)(C=3C=CC=CC3)[Pd]([P](C=4C=CC=CC4)(C=5C=CC=CC5)C=6C=CC=CC6)([P](C=7C=CC=CC7)(C=8C=CC=CC8)C=9C=CC=CC9)[P](C=1C=CC=CC1)(C=1C=CC=CC1)C=1C=CC=CC1 (tetrakis(triphenylphosphine)palladium(0)). Solvent: O1CCOCC1 (dioxane). Reaction conditions: temperature 70 celsius. Yields the product ClC1=CC(=C(OC2=C(C=C(C#N)C=C2)C=2C(=NC=CC2)OC)C=C1)OC (4-(4-chloro-2-methoxyphenoxy)-3-(2-methoxypyridin-3-yl)benzonitrile). Isolated yield 86.1%. Reaction SMILES: C(=O)([O-])[O-].[K+].[K+].[CH3:7][O:8][C:9]1[C:14](B(O)O)=[CH:13][CH:12]=[CH:11][N:10]=1.Br[C:19]1[CH:20]=[C:21]([CH:24]=[CH:25][C:26]=1[O:27][C:28]1[CH:33]=[CH:32][C:31]([Cl:34])=[CH:30][C:29]=1[O:35][CH3:36])[C:22]#[N:23]>O1CCOCC1.C1C=CC([P]([Pd]([P](C2C=CC=CC=2)(C2C=CC=CC=2)C2C=CC=CC=2)([P](C2C=CC=CC=2)(C2C=CC=CC=2)C2C=CC=CC=2)[P](C2C=CC=CC=2)(C2C=CC=CC=2)C2C=CC=CC=2)(C2C=CC=CC=2)C2C=CC=CC=2)=CC=1>[Cl:34][C:31]1[CH:32]=[CH:33][C:28]([O:27][C:26]2[CH:25]=[CH:24][C:21]([C:22]#[N:23])=[CH:20][C:19]=2[C:14]2[C:9]([O:8][CH3:7])=[N:10][CH:11]=[CH:12][CH:13]=2)=[C:29]([O:35][CH3:36])[CH:30]=1 |f:0.1.2,^1:46,48,67,86|. Reported procedure: Potassium carbonate (0.232 g, 1.68 mmol) and (2-methoxypyridin-3-yl)boronic acid (0.215 g, 1.26 mmol) were added to a solution of 3-bromo-4-(4-chloro-2-methoxyphenoxy)benzonitrile (Preparation 3, 0.284, 0.839 mmol) in dioxane (10 mL). The reaction was degassed three times, then tetrakis(triphenylphosphine)palladium(0) (0.020 g, 0.017 mmol) was added and the mixture was degassed three further times. The resulting mixture was heated at 70° C. over for 72 hours, then the reaction was cooled to room... Reactants: C(C)O[Na] (ethoxy sodium), OC1=CC=C(C=O)C=C1 (4-hydroxybenzaldehyde), BrC(C(=O)OCC)(C)C (ethyl α-bromoisobutyrate). Run in C(C)O (ethanol). The product is C(=O)C1=CC=C(OC(C(=O)OCC)(C)C)C=C1 (ethyl 2-(4-formylphenoxy)-2-methylpropanoate). The yield is 41.9%. As a reaction SMILES: C(O[Na])C.[OH:5][C:6]1[CH:13]=[CH:12][C:9]([CH:10]=[O:11])=[CH:8][CH:7]=1.Br[C:15]([CH3:22])([CH3:21])[C:16]([O:18][CH2:19][CH3:20])=[O:17]>C(O)C>[CH:10]([C:9]1[CH:12]=[CH:13][C:6]([O:5][C:15]([CH3:22])([CH3:21])[C:16]([O:18][CH2:19][CH3:20])=[O:17])=[CH:7][CH:8]=1)=[O:11]. Procedure details: In an ethanol solvent, 1 N ethoxy sodium (NaOEt) (1.1 eq.) was added dropwise to 4-hydroxybenzaldehyde (1.0 eq.) and ethyl α-bromoisobutyrate (1.1 eq.), and the reaction mixture was refluxed. After the ethanol was evaporated, the residual was distributed between ethyl acetate and water, and an organic layer was dried by using MgSO4, filtered, and evaporated. The residual was purified by silica gel column chromatography using hexane and ethyl acetate (8:1) to obtain Compound 97a. The reactants are O=C1CCC(=O)N1Br, ClC(Cl)(Cl)Cl, Cc1cccc(OC(F)(F)C(F)F)c1, CC(C)(C#N)N=NC(C)(C)C#N. Product: FC(F)C(F)(F)Oc1cccc(CBr)c1. As a reaction SMILES: [Br:15][N:16]1[C:17](=[O:18])[CH2:19][CH2:20][C:21]1=[O:22].[C:35]([Cl:36])([Cl:37])([Cl:38])[Cl:39].[F:1][C:2]([CH:3]([F:4])[F:5])([O:6][c:7]1[cH:8][c:9]([CH3:13])[cH:10][cH:11][cH:12]1)[F:14].[N:23]([C:24]([CH3:25])([CH3:26])[C:27]#[N:28])=[N:29][C:30]([CH3:31])([CH3:32])[C:33]#[N:34]>>[F:1][C:2]([CH:3]([F:4])[F:5])([O:6][c:7]1[cH:8][c:9]([CH2:13][Br:15])[cH:10][cH:11][cH:12]1)[F:14]. Reactants: BrC=1C=C(CCO)C=CC1 (3-Bromophenethyl alcohol), S1C(=CC=C1)B(O)O (2-thienyl-boronic acid), C(=O)(O)[O-].[Na+] (NaHCO3), tetrakistriphenylphosphine palladium[0]. The solvent is COCCOC (1,2-dimethoxyethane). The product is S1C(=CC=C1)C(CO)C1=CC=CC=C1 (2-Thienylphenyl-2-ethanol). Reaction SMILES: Br[C:2]1[CH:3]=[C:4]([CH:8]=[CH:9][CH:10]=1)[CH2:5][CH2:6][OH:7].[S:11]1[CH:15]=[CH:14][CH:13]=[C:12]1B(O)O.C([O-])(O)=O.[Na+]>COCCOC>[S:11]1[CH:15]=[CH:14][CH:13]=[C:12]1[CH:5]([C:4]1[CH:8]=[CH:9][CH:10]=[CH:2][CH:3]=1)[CH2:6][OH:7] |f:2.3|. Procedure details: 3-Bromophenethyl alcohol (4 ml, 29.8 mmol) was dissolved in 1,2-dimethoxyethane (225 mL) and mixed with tetrakistriphenylphosphine palladium[0] (2.6 g, 2.25 mmol) at room temperature. The reaction mixture was then added to a solution of 2-thienyl-boronic acid (12.6 g, 99 mmol) and 1N NaHCO3 (90 mL). The reaction mixture was heated to reflux under nitrogen atmosphere for 48 hours. The reaction mixture was partitioned with water and ethyl acetate. The organic layer was dried with MgSO4, filtered t... As a reaction SMILES: [CH2:1]([O:3]C=CC#N)[CH3:2].[Na].[CH2:9]([O:11][C:12](=[O:16])[CH:13]=[CH:14][OH:15])[CH3:10].Cl.[CH2:18](O)[CH3:19]>>[CH2:9]([O:11][C:12](=[O:16])[CH2:13][CH:14]([O:3][CH2:1][CH3:2])[O:15][CH2:18][CH3:19])[CH3:10] |^1:7|. Product: C(C)OC(CC(OCC)OCC)=O (β,β-diethoxypropionic acid ethyl ester). Procedure: A complicated synthesis of β-ethoxyacrylonitrile (I) by a plurality of steps has been described, which entails the tranposition of the sodium salt of β-hydroxyacrylic acid ethyl ester with ethanol in the presence of HCl to form β,β-diethoxypropionic acid ethyl ester, the preparation of the amide by reaction with ammonia, and further dehydration with phosphorus pentoxide, β-ethoxyacrylonitrile (I) being formed as a by-product (S. M. McElvain and R. L. Clark, J. Amer. Chem. Soc., 69, (1947) 2657). Starting materials: C(C)OC=CC#N (β-ethoxyacrylonitrile), Cl (HCl), C(C)O (ethanol), [Na] (sodium), C(C)OC(C=CO)=O (β-hydroxyacrylic acid ethyl ester). Reactants: CC(=O)Cl, ClCCl, COC(=O)C1c2ccc(OCc3cc(N)ccc3Cl)cc2CCN1C(=O)OC(C)(C)C. Yields the product COC(=O)C1c2ccc(OCc3cc(NC(C)=O)ccc3Cl)cc2CCN1C(=O)OC(C)(C)C. RXN SMILES: [CH3:32][C:33]([Cl:34])=[O:35].[Cl:36][CH2:37][Cl:38].[NH2:1][c:2]1[cH:3][cH:4][c:5]([Cl:31])[c:6]([CH2:7][O:8][c:9]2[cH:10][c:11]3[c:16]([cH:17][cH:18]2)[CH:15]([C:19](=[O:20])[O:21][CH3:22])[N:14]([C:23](=[O:24])[O:25][C:26]([CH3:27])([CH3:28])[CH3:29])[CH2:13][CH2:12]3)[cH:30]1>>[NH:1]([c:2]1[cH:3][cH:4][c:5]([Cl:31])[c:6]([CH2:7][O:8][c:9]2[cH:10][c:11]3[c:16]([cH:17][cH:18]2)[CH:15]([C:19](=[O:20])[O:21][CH3:22])[N:14]([C:23](=[O:24])[O:25][C:26]([CH3:27])([CH3:28])[CH3:29])[CH2:13][CH2:12]3)[cH:30]1)[C:33]([CH3:32])=[O:35].